This data is from the Open Reaction Database (ORD), a public repository of structured organic reaction records. The task is: describe an organic reaction: reactants, conditions, products, and yield Reactants: ClCCl, O=C(O)C1CCCN(C(=O)OCc2ccccc2)C1, CN(C)C=O, O=C(Cl)C(=O)Cl. Product: O=C(Cl)C1CCCN(C(=O)OCc2ccccc2)C1. Reaction SMILES: [CH2:1]([Cl:2])[Cl:3].[CH2:4]([c:5]1[cH:6][cH:7][cH:8][cH:9][cH:10]1)[O:11][C:12](=[O:13])[N:14]1[CH2:15][CH:16]([C:20](=[O:21])[OH:22])[CH2:17][CH2:18][CH2:19]1.[CH3:29][N:30]([CH3:31])[CH:32]=[O:33].[Cl:23][C:24]([C:25]([Cl:26])=[O:27])=[O:28]>>[Cl:2][C:20]([CH:16]1[CH2:15][N:14]([C:12]([O:11][CH2:4][c:5]2[cH:6][cH:7][cH:8][cH:9][cH:10]2)=[O:13])[CH2:19][CH2:18][CH2:17]1)=[O:22]. Starting materials: O=C(O)c1cc(-c2c(-c3ccccc3)nn3ccccc23)c[nH]c1=O, CO, ClC(Cl)Cl. Product: O=c1ccc(-c2c(-c3ccccc3)nn3ccccc23)c[nH]1. Reaction SMILES: [C:1]([OH:2])(=[O:3])[c:4]1[c:5](=[O:25])[nH:6][cH:7][c:8](-[c:10]2[c:11](-[c:19]3[cH:20][cH:21][cH:22][cH:23][cH:24]3)[n:12][n:13]3[c:14]2[cH:15][cH:16][cH:17][cH:18]3)[cH:9]1.[CH3:30][OH:31].[CH:26]([Cl:27])([Cl:28])[Cl:29]>>[cH:4]1[c:5](=[O:25])[nH:6][cH:7][c:8](-[c:10]2[c:11](-[c:19]3[cH:20][cH:21][cH:22][cH:23][cH:24]3)[n:12][n:13]3[c:14]2[cH:15][cH:16][cH:17][cH:18]3)[cH:9]1.